This data is from the Open Reaction Database (ORD), a public repository of structured organic reaction records. The task is: describe an organic reaction: reactants, conditions, products, and yield The reactants are CC(C)Nc1cccnc1N1CCN(C(=O)c2ccc(C(=O)O)cc2)CC1, NC(CO)c1ccccc1. Yields the product CC(C)Nc1cccnc1N1CCN(C(=O)c2ccc(C(=O)NC(CO)c3ccccc3)cc2)CC1. As a reaction SMILES: [CH:1]([CH3:2])([CH3:3])[NH:4][c:5]1[c:6]([N:11]2[CH2:12][CH2:13][N:14]([C:17](=[O:18])[c:19]3[cH:20][cH:21][c:22]([C:23](=[O:24])[OH:25])[cH:26][cH:27]3)[CH2:15][CH2:16]2)[n:7][cH:8][cH:9][cH:10]1.[NH2:28][CH:29]([CH2:30][OH:31])[c:32]1[cH:33][cH:34][cH:35][cH:36][cH:37]1>>[CH:1]([CH3:2])([CH3:3])[NH:4][c:5]1[c:6]([N:11]2[CH2:12][CH2:13][N:14]([C:17](=[O:18])[c:19]3[cH:20][cH:21][c:22]([C:23](=[O:25])[NH:28][CH:29]([CH2:30][OH:31])[c:32]4[cH:33][cH:34][cH:35][cH:36][cH:37]4)[cH:26][cH:27]3)[CH2:15][CH2:16]2)[n:7][cH:8][cH:9][cH:10]1. Product: C(C)(C)(C)OC(=O)N1CC(OCC1)C(NC1=NC(=CC=C1)C1=CC=2C(CCC(C2C=C1)(C)C)(C)C)=O (2-[6-(5,5,8,8-tetramethyl-5,6,7,8-tetrahydronaphthalen-2-yl)pyridin-2-ylcarbamoyl]morpholine-4-carboxylic acid tert-butyl ester). Procedure: 82 mg (0.36 mmol) of morpholine-2,4-dicarboxylic acid 4-tert-butyl ester and 97 mg (0.39 mmol) of ethyl 2-ethoxy-1,2-dihydroquinoline-1-carboxylate (EEDQ) are suspended in 2 ml of THF and stirred at room temperature for 20 min. 100 mg (0.36 mmol) of 6-(5,5,8,8-tetramethyl-5,6,7,8-tetrahydronaphthalen-2-yl)pyridin-2-ylamine from step a are added to the mixture. The mixture is stirred further overnight, water is added, the mixture is adjusted to pH 9-10 using a 2N NaOH solution and extracted twice... Reaction SMILES: [C:1]([O:5][C:6]([N:8]1[CH2:13][CH2:12][O:11][CH:10]([C:14]([OH:16])=O)[CH2:9]1)=[O:7])([CH3:4])([CH3:3])[CH3:2].C(OC1C=CC2C(=CC=CC=2)N1C(OCC)=O)C.[CH3:35][C:36]1([CH3:55])[CH2:45][CH2:44][C:43]([CH3:47])([CH3:46])[C:42]2[CH:41]=[C:40]([C:48]3[N:53]=[C:52]([NH2:54])[CH:51]=[CH:50][CH:49]=3)[CH:39]=[CH:38][C:37]1=2.[OH-].[Na+]>C1COCC1.O>[C:1]([O:5][C:6]([N:8]1[CH2:13][CH2:12][O:11][CH:10]([C:14](=[O:16])[NH:54][C:52]2[CH:51]=[CH:50][CH:49]=[C:48]([C:40]3[CH:39]=[CH:38][C:37]4[C:36]([CH3:55])([CH3:35])[CH2:45][CH2:44][C:43]([CH3:47])([CH3:46])[C:42]=4[CH:41]=3)[N:53]=2)[CH2:9]1)=[O:7])([CH3:2])([CH3:3])[CH3:4] |f:3.4|. Run in C1CCOC1 (THF), O (water). Reaction conditions: time 20 minute. Starting materials: C(C)(C)(C)OC(=O)N1CC(OCC1)C(=O)O (morpholine-2,4-dicarboxylic acid 4-tert-butyl ester), [OH-].[Na+] (NaOH), C(C)OC1N(C2=CC=CC=C2C=C1)C(=O)OCC (ethyl 2-ethoxy-1,2-dihydroquinoline-1-carboxylate), CC1(C=2C=CC(=CC2C(CC1)(C)C)C1=CC=CC(=N1)N)C (6-(5,5,8,8-tetramethyl-5,6,7,8-tetrahydronaphthalen-2-yl)pyridin-2-ylamine). Reactants: COC(C)(C)OC (2,2-dimethoxypropane), CS(=O)(=O)O (methanesulfonic acid), crude compound, ClC[C@H](C[C@H](CC(=O)OC(CC1=CC=CC=C1)(C)C)O)O ((3R,5S)-2-methyl-1-phenylpropan-2-yl 6-chloro-3,5-dihydroxy-hexanoate). The solvent is CC(=O)C (acetone), C(C)(=O)OCC (ethyl acetate). Reaction conditions: time 2 hour. The product is ClC[C@@H]1C[C@@H](OC(O1)(C)C)CC(=O)OC(CC1=CC=CC=C1)(C)C (2-methyl-1-phenylpropan-2-yl 2-((4R,6S)-6-(chloromethyl)-2,2-dimethyl-1,3-dioxan-4-yl)acetate). As a reaction SMILES: [Cl:1][CH2:2][C@@H:3]([OH:21])[CH2:4][C@@H:5]([OH:20])[CH2:6][C:7]([O:9][C:10]([CH3:19])([CH3:18])[CH2:11][C:12]1[CH:17]=[CH:16][CH:15]=[CH:14][CH:13]=1)=[O:8].CO[C:24](OC)([CH3:26])[CH3:25].CS(O)(=O)=O>CC(C)=O.C(OCC)(=O)C>[Cl:1][CH2:2][C@H:3]1[O:21][C:24]([CH3:26])([CH3:25])[O:20][C@@H:5]([CH2:6][C:7]([O:9][C:10]([CH3:18])([CH3:19])[CH2:11][C:12]2[CH:13]=[CH:14][CH:15]=[CH:16][CH:17]=2)=[O:8])[CH2:4]1. Reported procedure: The crude compound (3R,5S)-2-methyl-1-phenylpropan-2-yl 6-chloro-3,5-dihydroxy-hexanoate (21.1 g) prepared in Example 3 was dissolved in acetone (210 ml), and 2,2-dimethoxypropane (65.6 ml) and methanesulfonic acid (0.2 ml) were added dropwise thereto, followed by stirring at room temperature for 2 hours. The reaction liquid was diluted with ethyl acetate (320 ml) and washed successively with a saturated sodium bicarbonate aqueous solution (320 ml), a saturated sodium chloride aqueous solution (... Reactants: CO, O=C(NC1CC(=O)N(c2ccc(N3CCOCC3=O)cc2F)C1)OCc1ccccc1, [H][H]. The product is NC1CC(=O)N(c2ccc(N3CCOCC3=O)cc2F)C1. RXN SMILES: [CH3:34][OH:35].[F:1][c:2]1[c:3]([N:15]2[CH2:16][CH:17]([NH:21][C:22](=[O:23])[O:24][CH2:25][c:26]3[cH:27][cH:28][cH:29][cH:30][cH:31]3)[CH2:18][C:19]2=[O:20])[cH:4][cH:5][c:6]([N:8]2[C:9](=[O:14])[CH2:10][O:11][CH2:12][CH2:13]2)[cH:7]1.[H:32][H:33]>>[F:1][c:2]1[c:3]([N:15]2[CH2:16][CH:17]([NH2:21])[CH2:18][C:19]2=[O:20])[cH:4][cH:5][c:6]([N:8]2[C:9](=[O:14])[CH2:10][O:11][CH2:12][CH2:13]2)[cH:7]1. The reactants are BrCCCOC1CCCCO1, [H-], [Na+], CN(C)C=O, O, [O-]P(OCc1ccccc1)OCc1ccccc1. The product is O=P(CCCOC1CCCCO1)(OCc1ccccc1)OCc1ccccc1. Reaction SMILES: [Br:21][CH2:22][CH2:23][CH2:24][O:25][CH:26]1[O:27][CH2:28][CH2:29][CH2:30][CH2:31]1.[H-:19].[Na+:20].[O:32]=[CH:33][N:34]([CH3:35])[CH3:36].[OH2:37].[P:1]([O:2][CH2:3][c:4]1[cH:5][cH:6][cH:7][cH:8][cH:9]1)([O:10][CH2:11][c:12]1[cH:13][cH:14][cH:15][cH:16][cH:17]1)[O-:18]>>[P:1]([O:2][CH2:3][c:4]1[cH:5][cH:6][cH:7][cH:8][cH:9]1)([O:10][CH2:11][c:12]1[cH:13][cH:14][cH:15][cH:16][cH:17]1)(=[O:18])[CH2:22][CH2:23][CH2:24][O:25][CH:26]1[O:27][CH2:28][CH2:29][CH2:30][CH2:31]1. The reactants are COc1cc(F)c(Br)c(OC)c1, O=C(Cl)CC1CCCCC1, [Cl-], [Cl-], CC(Cl)Cl, Cl, [Zn+2]. Yields the product COc1cc(OC)c(C(=O)CC2CCCCC2)c(F)c1Br. RXN SMILES: [Br:5][c:6]1[c:7]([F:16])[cH:8][c:9]([O:14][CH3:15])[cH:10][c:11]1[O:12][CH3:13].[CH:17]1([CH2:23][C:24](=[O:25])[Cl:26])[CH2:18][CH2:19][CH2:20][CH2:21][CH2:22]1.[Cl-:28].[Cl-:29].[Cl:1][CH:2]([Cl:3])[CH3:4].[ClH:27].[Zn+2:30]>>[Br:5][c:6]1[c:7]([F:16])[c:8]([C:24]([CH2:23][CH:17]2[CH2:18][CH2:19][CH2:20][CH2:21][CH2:22]2)=[O:25])[c:9]([O:14][CH3:15])[cH:10][c:11]1[O:12][CH3:13]. Product: Cl.S1C(=CC=C1)CC=1CCNCC1 (4-(thiophen-2-ylmethyl)-1,2,3,6-tetrahydropyridine hydrochloride). Run at temperature 27.5 celsius, time 3 hour. Reaction SMILES: C([N:8]1[CH2:13][CH:12]=[C:11]([CH2:14][C:15]2[S:16][CH:17]=[CH:18][CH:19]=2)[CH2:10][CH2:9]1)C1C=CC=CC=1.[Cl:20]C(OC(Cl)C)=O>ClCCl.O.CO>[ClH:20].[S:16]1[CH:17]=[CH:18][CH:19]=[C:15]1[CH2:14][C:11]1[CH2:12][CH2:13][NH:8][CH2:9][CH:10]=1 |f:5.6|. Solvent: O (water), CO (methanol), ClCCl (dichloromethane). Procedure: To a stirred solution of 1-benzyl-4-(thiophen-2-ylmethyl)-1,2,3,6-tetra hydropyridine (1) (3.3 g, 12.26 mmol) in dichloromethane (30 mL) was added 1-chloroethyl chloroformate (12.27 g, 85.87 mmol) at 0° C. and the reaction mixture was allowed to stir at 20-35° C. for 3 h. Then the reaction mixture was diluted with water (50 mL) and extracted with dichloromethane (50 mL). The organic layer was washed with brine (50 mL), dried over anhydrous Na2SO4 and filtered. The filtrate was rotary evaporated ... Starting materials: C(C1=CC=CC=C1)N1CCC(=CC1)CC=1SC=CC1 (1-benzyl-4-(thiophen-2-ylmethyl)-1,2,3,6-tetra hydropyridine), ClC(=O)OC(C)Cl (1-chloroethyl chloroformate). The yield is 94.5%.